Dataset: the Open Reaction Database (ORD), a public repository of structured organic reaction records. Task: describe an organic reaction: reactants, conditions, products, and yield Starting materials: B, C1CCOC1, CSC, CC(=O)c1ccccc1C. Yields the product Cc1ccccc1C(C)O. As a reaction SMILES: [BH3:4].[CH2:15]1[O:16][CH2:17][CH2:18][CH2:19]1.[CH3:1][S:2][CH3:3].[CH3:5][c:6]1[c:7]([C:12]([CH3:13])=[O:14])[cH:8][cH:9][cH:10][cH:11]1>>[CH3:5][c:6]1[c:7]([CH:12]([CH3:13])[OH:14])[cH:8][cH:9][cH:10][cH:11]1. The reactants are CC(=O)O[BH-](OC(C)=O)OC(C)=O, CC#N, [Na+], C1CNOC1, O=C1CCC2(CC1)OCCO2. Reaction SMILES: [C:17]([O:18][BH-:19]([O:20][C:21](=[O:22])[CH3:23])[O:24][C:25](=[O:26])[CH3:27])(=[O:28])[CH3:29].[CH3:31][C:32]#[N:33].[Na+:30].[O:12]1[NH:13][CH2:14][CH2:15][CH2:16]1.[O:1]1[CH2:2][CH2:3][O:4][C:5]12[CH2:6][CH2:7][C:8](=[O:11])[CH2:9][CH2:10]2>>[O:1]1[CH2:2][CH2:3][O:4][C:5]12[CH2:6][CH2:7][CH:8]([N:13]1[O:12][CH2:16][CH2:15][CH2:14]1)[CH2:9][CH2:10]2. Product: C1CON(C2CCC3(CC2)OCCO3)C1. Reactants: N#Cc1c[nH]cc1-c1ccccc1, CC(=O)OC(C)=O, O. Product: CC(=O)n1cc(C#N)c(-c2ccccc2)c1. Reaction SMILES: [C:1](#[N:2])[c:3]1[cH:4][nH:5][cH:6][c:7]1-[c:8]1[cH:9][cH:10][cH:11][cH:12][cH:13]1.[CH3:14][C:15](=[O:16])[O:17][C:18](=[O:19])[CH3:20].[OH2:21]>>[C:1](#[N:2])[c:3]1[cH:4][n:5]([C:15]([CH3:14])=[O:16])[cH:6][c:7]1-[c:8]1[cH:9][cH:10][cH:11][cH:12][cH:13]1. Starting materials: CC=1C=CC(=C(C(=O)OC)C1)C=1C=NN(C1)C (methyl 5-methyl-2-(1-methyl-1H-pyrazol-4-yl)benzoate), BrC1=CC=C2C=NC(=NC2=C1)NC[C@H]1N(CCC[C@H]1C)C(=O)C1=C(C=CC(=C1)C)N1N=CC=N1 (((2S,3R)-2-(((7-bromoquinazolin-2-yl)amino)methyl)-3-methylpiperidin-1-yl)(5-methyl-2-(2H-1,2,3-triazol-2-yl)phenyl)methanone), CB1OB(OB(O1)C)C (2,4,6-trimethyl-1,3,5,2,4,6-trioxatriborinane). Yields the product C[C@H]1[C@H](N(CCC1)C(=O)C1=C(C=CC(=C1)C)N1N=CC=N1)CNC1=NC2=CC(=CC=C2C=N1)C (((2S,3R)-3-Methyl-2-(((7-methylquinazolin-2-yl)amino)methyl)piperidin-1-yl)(5-methyl-2-(2H-1,2,3-triazol-2-yl)phenyl)methanone). Reaction SMILES: [CH3:1]C1C=CC(C2C=NN(C)C=2)=C(C=1)C(OC)=O.Br[C:19]1[CH:28]=[C:27]2[C:22]([CH:23]=[N:24][C:25]([NH:29][CH2:30][C@@H:31]3[C@H:36]([CH3:37])[CH2:35][CH2:34][CH2:33][N:32]3[C:38]([C:40]3[CH:45]=[C:44]([CH3:46])[CH:43]=[CH:42][C:41]=3[N:47]3[N:51]=[CH:50][CH:49]=[N:48]3)=[O:39])=[N:26]2)=[CH:21][CH:20]=1.CB1OB(C)OB(C)O1>>[CH3:37][C@@H:36]1[CH2:35][CH2:34][CH2:33][N:32]([C:38]([C:40]2[CH:45]=[C:44]([CH3:46])[CH:43]=[CH:42][C:41]=2[N:47]2[N:48]=[CH:49][CH:50]=[N:51]2)=[O:39])[C@@H:31]1[CH2:30][NH:29][C:25]1[N:24]=[CH:23][C:22]2[C:27](=[CH:28][C:19]([CH3:1])=[CH:20][CH:21]=2)[N:26]=1. Procedure details: The title compound was prepared following the same general protocol as described for methyl 5-methyl-2-(1-methyl-1H-pyrazol-4-yl)benzoate in Example A1, using ((2S,3R)-2-(((7-bromoquinazolin-2-yl)amino)methyl)-3-methylpiperidin-1-yl)(5-methyl-2-(2H-1,2,3-triazol-2-yl)phenyl)methanone and 2,4,6-trimethyl-1,3,5,2,4,6-trioxatriborinane. ESI-MS (m/z): 456 [M+1]+. RXN SMILES: [C:45]([NH2:46])([O:47][C:48]([CH3:49])([CH3:50])[CH3:51])=[O:52].[C:53](=[O:54])([O-:55])[O-:56].[CH2:1]1[O:2][CH2:3][CH2:4][O:5][CH2:6]1.[CH3:71][OH:72].[Cl:59][CH2:60][Cl:61].[Cl:7][c:8]1[n:9][cH:10][c:11]([F:44])[c:12](-[c:14]2[c:15]([O:20][c:21]3[cH:22][cH:23][c:24]([NH:27][c:28]4[n:29][n:30][c:31](-[c:38]5[cH:39][cH:40][cH:41][cH:42][cH:43]5)[c:32]5[cH:33][cH:34][cH:35][cH:36][c:37]45)[cH:25][cH:26]3)[n:16][cH:17][cH:18][cH:19]2)[n:13]1.[K+:57].[K+:58].[O-:63][C:64]([CH3:65])=[O:66].[O-:67][C:68]([CH3:69])=[O:70].[Pd+2:62]>>[c:8]1([NH:46][C:45]([O:47][C:48]([CH3:49])([CH3:50])[CH3:51])=[O:52])[n:9][cH:10][c:11]([F:44])[c:12](-[c:14]2[c:15]([O:20][c:21]3[cH:22][cH:23][c:24]([NH:27][c:28]4[n:29][n:30][c:31](-[c:38]5[cH:39][cH:40][cH:41][cH:42][cH:43]5)[c:32]5[cH:33][cH:34][cH:35][cH:36][c:37]45)[cH:25][cH:26]3)[n:16][cH:17][cH:18][cH:19]2)[n:13]1. The reactants are CC(C)(C)OC(N)=O, O=C([O-])[O-], C1COCCO1, CO, ClCCl, Fc1cnc(Cl)nc1-c1cccnc1Oc1ccc(Nc2nnc(-c3ccccc3)c3ccccc23)cc1, [K+], [K+], CC(=O)[O-], CC(=O)[O-], [Pd+2]. Yields the product CC(C)(C)OC(=O)Nc1ncc(F)c(-c2cccnc2Oc2ccc(Nc3nnc(-c4ccccc4)c4ccccc34)cc2)n1.